From a dataset of the Open Reaction Database (ORD), a public repository of structured organic reaction records. describe an organic reaction: reactants, conditions, products, and yield The reactants are Clc1ccc2scc(Br)c2c1, CCOC(C)=O, O=S(=O)(O)Cl, ClCCCl. Yields the product O=S(=O)(Cl)c1sc2ccc(Cl)cc2c1Br. RXN SMILES: [Br:1][c:2]1[c:3]2[c:4]([s:5][cH:6]1)[cH:7][cH:8][c:9]([Cl:11])[cH:10]2.[CH3:17][CH2:18][O:19][C:20]([CH3:21])=[O:22].[Cl:12][S:13](=[O:14])(=[O:15])[OH:16].[Cl:23][CH2:24][CH2:25][Cl:26]>>[Br:1][c:2]1[c:3]2[c:4]([s:5][c:6]1[S:13]([Cl:12])(=[O:14])=[O:15])[cH:7][cH:8][c:9]([Cl:11])[cH:10]2. RXN SMILES: [BH3:24].[CH3:21][S:22][CH3:23].[CH3:25][OH:26].[CH:1](=[O:2])[NH:3][CH:4]1[c:5]2[cH:6][cH:7][cH:8][cH:9][c:10]2-[c:11]2[nH:12][c:13](=[O:20])[c:14]3[n:15]([c:16]21)[cH:17][cH:18][n:19]3.[O:27]1[CH2:28][CH2:29][CH2:30][CH2:31]1>>[CH3:1][NH:3][CH:4]1[c:5]2[cH:6][cH:7][cH:8][cH:9][c:10]2-[c:11]2[nH:12][c:13](=[O:20])[c:14]3[n:15]([c:16]21)[cH:17][cH:18][n:19]3. Product: CNC1c2ccccc2-c2[nH]c(=O)c3nccn3c21. The reactants are B, CSC, CO, O=CNC1c2ccccc2-c2[nH]c(=O)c3nccn3c21, C1CCOC1. Starting materials: O=C([O-])O, Cc1ccccc1, O=C(Cl)OCC1c2ccccc2-c2ccccc21, [Na+], C1COCCO1, O, O=C(O)C1CC(O)CN1. The product is O=C(O)C1CC(O)CN1C(=O)OCC1c2ccccc2-c2ccccc21. RXN SMILES: [C:10](=[O:11])([OH:12])[O-:13].[CH3:40][c:41]1[cH:42][cH:43][cH:44][cH:45][cH:46]1.[Cl:15][C:16](=[O:17])[O:18][CH2:19][CH:20]1[c:21]2[cH:22][cH:23][cH:24][cH:25][c:26]2-[c:27]2[cH:28][cH:29][cH:30][cH:31][c:32]21.[Na+:14].[O:33]1[CH2:34][CH2:35][O:36][CH2:37][CH2:38]1.[OH2:39].[OH:1][CH:2]1[CH2:3][CH:4]([C:7](=[O:8])[OH:9])[NH:5][CH2:6]1>>[OH:1][CH:2]1[CH2:3][CH:4]([C:7](=[O:8])[OH:9])[N:5]([C:16](=[O:17])[O:18][CH2:19][CH:20]2[c:21]3[cH:22][cH:23][cH:24][cH:25][c:26]3-[c:27]3[cH:28][cH:29][cH:30][cH:31][c:32]32)[CH2:6]1. The reactants are Cl.ClC=1C=C(C=CC1)C(CC=1NC(=C(N1)C)C)=O (1-(3-Chlorophenyl)-2-(4,5-dimethyl-1H-imidazol-2-yl)ethanone hydrochloride), C[O-].[Na+] (sodium methylate), C(C#C)(=O)OC (methyl propiolate). The product is ClC=1C=C(C(=O)C2=C3N(C(C=C2)=O)C(=C(N3)C)C)C=CC1 (8-(3-Chlorobenzoyl)-2,3-dimethylimidazo[1,2-a]pyridin-5(1H)-one). RXN SMILES: Cl.[Cl:2][C:3]1[CH:4]=[C:5]([C:9](=[O:18])[CH2:10][C:11]2[NH:12][C:13]([CH3:17])=[C:14]([CH3:16])[N:15]=2)[CH:6]=[CH:7][CH:8]=1.C[O-].[Na+].[C:22](OC)(=[O:25])[C:23]#[CH:24]>>[Cl:2][C:3]1[CH:4]=[C:5]([CH:6]=[CH:7][CH:8]=1)[C:9]([C:10]1[CH:24]=[CH:23][C:22](=[O:25])[N:15]2[C:14]([CH3:16])=[C:13]([CH3:17])[NH:12][C:11]=12)=[O:18] |f:0.1,2.3|. Procedure: The compound is prepared as described in example 20 with 200 mg (0.70 mmol) of 1-(3-Chlorophenyl)-2-(4,5-dimethyl-1H-imidazol-2-yl)ethanone hydrochloride (example XXV), 65 mg (1.20 mmol) of sodium methylate and 59 mg (0.70 mmol) methyl propiolate.